describe an organic reaction: reactants, conditions, products, and yield From a dataset of the Open Reaction Database (ORD), a public repository of structured organic reaction records. Yields the product COCCOc1ncc(Br)nc1-c1ccc(Cl)cc1Cl. Reactants: Clc1ccc(-c2nc(Br)cnc2Br)c(Cl)c1, COCCO, CCCCCCC, CS(C)=O, ClCCl, [H-], [Na+]. Reaction SMILES: [Br:8][c:9]1[n:10][cH:11][c:12]([Br:23])[n:13][c:14]1-[c:15]1[c:16]([Cl:22])[cH:17][c:18]([Cl:21])[cH:19][cH:20]1.[CH3:1][O:2][CH2:3][CH2:4][OH:5].[CH3:24][CH2:25][CH2:26][CH2:27][CH2:28][CH2:29][CH3:30].[CH3:31][S:32]([CH3:33])=[O:34].[Cl:35][CH2:36][Cl:37].[H-:6].[Na+:7]>>[CH3:1][O:2][CH2:3][CH2:4][O:5][c:9]1[n:10][cH:11][c:12]([Br:23])[n:13][c:14]1-[c:15]1[c:16]([Cl:22])[cH:17][c:18]([Cl:21])[cH:19][cH:20]1. The reactants are COc1ccc(Cc2c(C)c(OC)c(OC)c(OC)c2OC)cc1C=O, CC#N, [O-][Cl+][O-], [Na+], [Na+], O, OO, O=P([O-])(O)O. Product: COc1ccc(Cc2c(C)c(OC)c(OC)c(OC)c2OC)cc1C(=O)O. As a reaction SMILES: [CH3:13][O:14][c:15]1[c:16]([CH3:38])[c:17]([CH2:18][c:19]2[cH:20][cH:21][c:22]([O:27][CH3:28])[c:23]([CH:24]=[O:25])[cH:26]2)[c:29]([O:36][CH3:37])[c:30]([O:34][CH3:35])[c:31]1[O:32][CH3:33].[CH3:40][C:41]#[N:42].[Cl+:7]([O-:8])[O-:9].[Na+:10].[Na+:1].[OH2:39].[OH:11][OH:12].[OH:2][P:3](=[O:4])([O-:5])[OH:6]>>[OH:11][C:24]([c:23]1[c:22]([O:27][CH3:28])[cH:21][cH:20][c:19]([CH2:18][c:17]2[c:16]([CH3:38])[c:15]([O:14][CH3:13])[c:31]([O:32][CH3:33])[c:30]([O:34][CH3:35])[c:29]2[O:36][CH3:37])[cH:26]1)=[O:25].